Dataset: the Open Reaction Database (ORD), a public repository of structured organic reaction records. Task: describe an organic reaction: reactants, conditions, products, and yield The reactants are C1(=CC=CC=C1)C (toluene), CC1([C@H]([C@@H]1C=C(C)C)C(=O)Cl)C ((-)-trans-2,2-dimethyl-3-isobutenylcyclopropane-1-carboxylic acid chloride), CC1([C@H]([C@@H]1C=C(C)C)C(=O)O)C ((-)-trans-2,2-dimethyl-3-isobutenylcyclopropane-1-carboxylic acid). Yields the product CC1([C@H]([C@@H]1C=C(C)C)C(=O)OC(=O)[C@@H]1C([C@H]1C=C(C)C)(C)C)C ((-)-trans-2,2-dimethyl-3-isobutenylcyclopropane-1-carboxylic acid anhydride). Run at time 5 hour. Procedure: In a 500 ml flask were placed 200 g of toluene, 27.8 g of (-)-trans-2,2-dimethyl-3-isobutenylcyclopropane-1-carboxylic acid chloride and 25.0 g of (-)-trans-2,2-dimethyl-3-isobutenylcyclopropane-1-carboxylic acid. Into the mixture was added drop-wise 11.9 g pyridine, while stirring under nitrogen at a temperature of 20° to 25° C. After 5 hours, the reaction mixture was washed sequentially with an aqueous 10% hydrogen chloride solution, an aqueous 5% sodium hydroxide solution, and water, and then... Solvent: N1=CC=CC=C1 (pyridine). Isolated yield 97.4%. As a reaction SMILES: C1(C)C=CC=CC=1.[CH3:8][C:9]1([CH3:19])[C@@H:11]([CH:12]=[C:13]([CH3:15])[CH3:14])[C@@H:10]1[C:16](Cl)=[O:17].[CH3:20][C:21]1([CH3:31])[C@@H:23]([CH:24]=[C:25]([CH3:27])[CH3:26])[C@@H:22]1[C:28]([OH:30])=[O:29]>N1C=CC=CC=1>[CH3:8][C:9]1([CH3:19])[C@@H:11]([CH:12]=[C:13]([CH3:15])[CH3:14])[C@@H:10]1[C:16]([O:30][C:28]([C@H:22]1[C@H:23]([CH:24]=[C:25]([CH3:27])[CH3:26])[C:21]1([CH3:31])[CH3:20])=[O:29])=[O:17].